From a dataset of the Open Reaction Database (ORD), a public repository of structured organic reaction records. describe an organic reaction: reactants, conditions, products, and yield Starting materials: NC1=NC(=C(C(=O)OC)C(=C1CO)C=1C=C2CCCOC2=CC1)C (methyl 6-amino-4-(chroman-6-yl)-5-(hydroxymethyl)-2-methylnicotinate), C=1C=C[NH+]=CC1.[O-][Cr](=O)(=O)Cl (PCC). The solvent is ClCCl (dichloromethane). Reaction conditions: time 8 hour. Product: NC1=NC(=C(C(=O)OC)C(=C1C=O)C=1C=C2CCCOC2=CC1)C (methyl 6-amino-4-(chroman-6-yl)-5-formyl-2-methylnicotinate). Isolated yield 66.8%. RXN SMILES: [NH2:1][C:2]1[C:11]([CH2:12][OH:13])=[C:10]([C:14]2[CH:15]=[C:16]3[C:21](=[CH:22][CH:23]=2)[O:20][CH2:19][CH2:18][CH2:17]3)[C:5]([C:6]([O:8][CH3:9])=[O:7])=[C:4]([CH3:24])[N:3]=1.C1C=C[NH+]=CC=1.[O-][Cr](Cl)(=O)=O>ClCCl>[NH2:1][C:2]1[C:11]([CH:12]=[O:13])=[C:10]([C:14]2[CH:15]=[C:16]3[C:21](=[CH:22][CH:23]=2)[O:20][CH2:19][CH2:18][CH2:17]3)[C:5]([C:6]([O:8][CH3:9])=[O:7])=[C:4]([CH3:24])[N:3]=1 |f:1.2|. Reported procedure: A mixture of crude methyl 6-amino-4-(chroman-6-yl)-5-(hydroxymethyl)-2-methylnicotinate in dichloromethane (DCM) (264 mL) was treated with PCC (5.78 g, 26.8 mmol) and the mixture was stirred overnight at ambient temperature. The mixture was filtered over Celite™ and the filtrate was concentrated and purified on silica gel to afford methyl 6-amino-4-(chroman-6-yl)-5-formyl-2-methylnicotinate as a yellow solid (4.5 g, 13.79 mmol, 66.8% yield). 1H NMR (400 MHz, CHLOROFORM-d) δ ppm 9.66 (s, 1 H), 7....